The task is: describe an organic reaction: reactants, conditions, products, and yield. This data is from the Open Reaction Database (ORD), a public repository of structured organic reaction records. Reactants: BrC1=C(C=C(C=C1)OC1=NC=C(C=C1Cl)C(F)(F)F)N1C(N(C(N(C1=O)C)=O)CC(=O)OC(C)(C)C)=O (tert-butyl 3-{2-bromo-5-{[3-chloro-5-(trifluoromethyl)-2-pyridyl]oxy}phenyl}tetrahydro-5-methyl- 2,4,6-trioxo-s-triazine-1(2H)-acetate). Solvent: FC(C(=O)O)(F)F (trifluoroacetic acid). Yields the product BrC1=C(C=C(C=C1)OC1=NC=C(C=C1Cl)C(F)(F)F)N1C(N(C(N(C1=O)C)=O)CC(=O)O)=O (3-{2-Bromo-5-{[3-chloro-5-(trifluoromethyl)-2-pyridyl]oxy}phenyl}tetrahydro-5-methyl-2,4,6,-trioxo-s-triazine-1(2H)-acetic acid). As a reaction SMILES: [Br:1][C:2]1[CH:7]=[CH:6][C:5]([O:8][C:9]2[C:14]([Cl:15])=[CH:13][C:12]([C:16]([F:19])([F:18])[F:17])=[CH:11][N:10]=2)=[CH:4][C:3]=1[N:20]1[C:25](=[O:26])[N:24]([CH3:27])[C:23](=[O:28])[N:22]([CH2:29][C:30]([O:32]C(C)(C)C)=[O:31])[C:21]1=[O:37]>FC(F)(F)C(O)=O>[Br:1][C:2]1[CH:7]=[CH:6][C:5]([O:8][C:9]2[C:14]([Cl:15])=[CH:13][C:12]([C:16]([F:18])([F:19])[F:17])=[CH:11][N:10]=2)=[CH:4][C:3]=1[N:20]1[C:25](=[O:26])[N:24]([CH3:27])[C:23](=[O:28])[N:22]([CH2:29][C:30]([OH:32])=[O:31])[C:21]1=[O:37]. Procedure: A solution of tert-butyl 3-{2-bromo-5-{[3-chloro-5-(trifluoromethyl)-2-pyridyl]oxy}phenyl}tetrahydro-5-methyl- 2,4,6-trioxo-s-triazine-1(2H)-acetate (7.00 g, 0.012 mol) in trifluoroacetic acid (40 mL) is refluxed for 2.5 hours, cooled to room temperature and concentrated in vacuo to give the title product which is identified by 1HNMR spectral analysis. The product is O=C(CSc1nc(-c2ccccc2)c(-c2ccccc2)o1)OCCN1CCOCC1. RXN SMILES: [Cl:2][CH2:3][C:4](=[O:5])[O:6][CH2:7][CH2:8][N:9]1[CH2:10][CH2:11][O:12][CH2:13][CH2:14]1.[ClH:1].[c:15]1(-[c:21]2[nH:22][c:23](=[S:32])[o:24][c:25]2-[c:26]2[cH:27][cH:28][cH:29][cH:30][cH:31]2)[cH:16][cH:17][cH:18][cH:19][cH:20]1>>[CH2:3]([C:4](=[O:5])[O:6][CH2:7][CH2:8][N:9]1[CH2:10][CH2:11][O:12][CH2:13][CH2:14]1)[S:32][c:23]1[n:22][c:21](-[c:15]2[cH:16][cH:17][cH:18][cH:19][cH:20]2)[c:25](-[c:26]2[cH:27][cH:28][cH:29][cH:30][cH:31]2)[o:24]1. Reactants: O=C(CCl)OCCN1CCOCC1, Cl, S=c1[nH]c(-c2ccccc2)c(-c2ccccc2)o1. Starting materials: B, O=C([O-])O, CC1(C(=O)O)CCCN1C(=O)OCc1ccccc1, CSC, [Na+], C1CCOC1. The product is CC1(CO)CCCN1C(=O)OCc1ccccc1. As a reaction SMILES: [BH3:33].[C:20](=[O:21])([O-:22])[OH:23].[CH2:1]([c:2]1[cH:3][cH:4][cH:5][cH:6][cH:7]1)[O:8][C:9](=[O:10])[N:11]1[C:12]([C:13](=[O:14])[OH:15])([CH3:19])[CH2:16][CH2:17][CH2:18]1.[CH3:30][S:31][CH3:32].[Na+:24].[O:25]1[CH2:26][CH2:27][CH2:28][CH2:29]1>>[CH2:1]([c:2]1[cH:3][cH:4][cH:5][cH:6][cH:7]1)[O:8][C:9](=[O:10])[N:11]1[C:12]([CH2:13][OH:14])([CH3:19])[CH2:16][CH2:17][CH2:18]1. As a reaction SMILES: [OH:1][C:2]1[C:7]([OH:8])=[CH:6][C:5]2[C:9]3[CH2:14][CH2:13][N:12]([CH2:15][CH2:16][N:17]4[CH2:22][CH2:21][O:20][CH2:19][CH2:18]4)[CH2:11][C:10]=3[C:23](=[O:25])[O:24][C:4]=2[CH:3]=1.[CH2:26](OS(OCC)(=O)=O)[CH3:27].C([O-])([O-])=O.[K+].[K+].[CH3:41][C:42](C)=O>>[CH2:26]([O:1][C:2]1[C:7]([O:8][CH2:41][CH3:42])=[CH:6][C:5]2[C:9]3[CH2:14][CH2:13][N:12]([CH2:15][CH2:16][N:17]4[CH2:18][CH2:19][O:20][CH2:21][CH2:22]4)[CH2:11][C:10]=3[C:23](=[O:25])[O:24][C:4]=2[CH:3]=1)[CH3:27] |f:2.3.4|. Reported procedure: A mixture of 0.01 m of 1,2,3,4-tetrahydro-8,9-dihydroxy-3-(2-morpholinoethyl)-5H-[1]benzopyrano[3,4-c]pyridin-5-one, 0.022 m of diethylsulfate, and 0.1 m of K2CO3 in 500 ml of acetone was refluxed for 18 hr, filtered hot and evaporated. Residue was dissolved in CHCl3 and washed with 3% NaOH soln. CHCl3 soluble material was crystallized from MeOH containing an excess of HCl gas affording 1 g of product; mp 240°-260° C. The product is C(C)OC1=CC2=C(C=C1OCC)C1=C(CN(CC1)CCN1CCOCC1)C(O2)=O (8,9-Diethoxy-1,2,3,4-tetrahydro-3-(2-morpholinoethyl)-5H-[1]benzopyrano[3,4-c]pyridin-5-one). The reactants are OC1=CC2=C(C=C1O)C1=C(CN(CC1)CCN1CCOCC1)C(O2)=O (1,2,3,4-tetrahydro-8,9-dihydroxy-3-(2-morpholinoethyl)-5H-[1]benzopyrano[3,4-c]pyridin-5-one), C(C)OS(=O)(=O)OCC (diethylsulfate), C(=O)([O-])[O-].[K+].[K+] (K2CO3), CC(=O)C (acetone). Reactants: C1CCOC1, Cc1cc2ncccc2cc1Cl, [Li]c1ccccc1, O. Product: Cc1cc2nc(-c3ccccc3)ccc2cc1Cl. RXN SMILES: [CH2:21]1[O:22][CH2:23][CH2:24][CH2:25]1.[Cl:1][c:2]1[cH:3][c:4]2[cH:5][cH:6][cH:7][n:8][c:9]2[cH:10][c:11]1[CH3:12].[Li:13][c:14]1[cH:15][cH:16][cH:17][cH:18][cH:19]1.[OH2:20]>>[Cl:1][c:2]1[cH:3][c:4]2[cH:5][cH:6][c:7](-[c:14]3[cH:15][cH:16][cH:17][cH:18][cH:19]3)[n:8][c:9]2[cH:10][c:11]1[CH3:12]. The reactants are C1N(CC2C1CNC2)C(=O)C2=C(C=CC=C2)C=2SC=CC2 ((Hexahydro-pyrrolo[3,4-c]pyrrol-2-yl)-(2-thiophen-2-yl-phenyl)-methanone), ClC=1C(=NC=C(N1)C)C (3-chloro-2,5-dimethyl-pyrazine). Product: CC=1C(=NC(=CN1)C)N1CC2CN(CC2C1)C(=O)C1=C(C=CC=C1)C=1SC=CC1 (2-(3,6-Dimethylpyrazin-2-yl)-5-[(2-thiophen-2-ylphenyl)carbonyl]octahydro-pyrrolo[3,4-c]pyrrole). As a reaction SMILES: [CH2:1]1[CH:5]2[CH2:6][NH:7][CH2:8][CH:4]2[CH2:3][N:2]1[C:9]([C:11]1[CH:16]=[CH:15][CH:14]=[CH:13][C:12]=1[C:17]1[S:18][CH:19]=[CH:20][CH:21]=1)=[O:10].Cl[C:23]1[C:24]([CH3:30])=[N:25][CH:26]=[C:27]([CH3:29])[N:28]=1>>[CH3:29][C:27]1[C:26]([N:7]2[CH2:8][CH:4]3[CH:5]([CH2:1][N:2]([C:9]([C:11]4[CH:16]=[CH:15][CH:14]=[CH:13][C:12]=4[C:17]4[S:18][CH:19]=[CH:20][CH:21]=4)=[O:10])[CH2:3]3)[CH2:6]2)=[N:25][C:24]([CH3:30])=[CH:23][N:28]=1. Procedure: The title compound was prepared in a manner analogous to Example 15 utilizing Intermediate 37 and 3-chloro-2,5-dimethyl-pyrazine. MS (ESI) mass calcd. for C23H24N4OS, 404.54; m/z found, 405.2 [M+H]+. Reactants: CCc1cc(C=O)c(F)c(O[Si](C)(C)C(C)(C)C)c1, [Li]CCCC, C1CCOC1, Cn1cnc(-c2ccccc2)n1. The product is CCc1cc(O[Si](C)(C)C(C)(C)C)c(F)c(C(O)c2nc(-c3ccccc3)nn2C)c1. As a reaction SMILES: [C:18]([CH3:19])([CH3:20])([CH3:21])[Si:22]([O:23][c:24]1[c:25]([F:34])[c:26]([CH:27]=[O:28])[cH:29][c:30]([CH2:32][CH3:33])[cH:31]1)([CH3:35])[CH3:36].[CH2:13]([Li:14])[CH2:15][CH2:16][CH3:17].[CH2:37]1[O:38][CH2:39][CH2:40][CH2:41]1.[CH3:1][n:2]1[n:3][c:4](-[c:7]2[cH:8][cH:9][cH:10][cH:11][cH:12]2)[n:5][cH:6]1>>[CH3:1][n:2]1[n:3][c:4](-[c:7]2[cH:8][cH:9][cH:10][cH:11][cH:12]2)[n:5][c:6]1[CH:27]([c:26]1[c:25]([F:34])[c:24]([O:23][Si:22]([C:18]([CH3:19])([CH3:20])[CH3:21])([CH3:35])[CH3:36])[cH:31][c:30]([CH2:32][CH3:33])[cH:29]1)[OH:28].